From a dataset of the Open Reaction Database (ORD), a public repository of structured organic reaction records. describe an organic reaction: reactants, conditions, products, and yield Reactants: CN1C=NC2=C1C=CC=C2N (1-Methyl-1H-benzimidazol-4-ylamine), C1(=CC=CC=2CCCCC12)NC(C)=O (N-(5,6,7,8-Tetrahydronaphthalen-1-yl)-acetamide), Cl.NC1=CC=C(C=2CCCCC12)C#N (4-Amino-5,6,7,8-tetrahydronaphthalene-1-carbonitrile, hydrochloride salt). The product is NC1=CC=C(C2=C1N=CN2C)C#N (7-Amino-3-methyl-3H-benzimidazole-4-carbonitrile). As a reaction SMILES: [CH3:1][N:2]1[C:6]2[CH:7]=[CH:8][CH:9]=[C:10]([NH2:11])[C:5]=2[N:4]=[CH:3]1.[C:12]1([NH:22]C(=O)C)C2CCCCC=2C=CC=1.Cl.NC1C2CCCCC=2C(C#N)=CC=1>>[NH2:11][C:10]1[C:5]2[N:4]=[CH:3][N:2]([CH3:1])[C:6]=2[C:7]([C:12]#[N:22])=[CH:8][CH:9]=1 |f:2.3|. Procedure: The title compound was prepared from compound 9A by procedures analogous to those described in Experiment 2 (2A to 2D). Starting materials: O=C1CCC(=O)N1Br, CC(C)(C)OC(=O)NC(CCCO)C(=O)OC1CCCC1, ClCCl, c1ccc(P(c2ccccc2)c2ccccc2)cc1, c1ccncc1. Product: CC(C)(C)OC(=O)NC(CCCBr)C(=O)OC1CCCC1. Reaction SMILES: [Br:1][N:2]1[C:3](=[O:4])[CH2:5][CH2:6][C:7]1=[O:8].[CH:34]1([O:39][C:40]([CH:41]([CH2:42][CH2:43][CH2:44][OH:45])[NH:46][C:47](=[O:48])[O:49][C:50]([CH3:51])([CH3:52])[CH3:53])=[O:54])[CH2:35][CH2:36][CH2:37][CH2:38]1.[Cl:55][CH2:56][Cl:57].[c:9]1([P:10]([c:11]2[cH:12][cH:13][cH:14][cH:15][cH:16]2)[c:17]2[cH:18][cH:19][cH:20][cH:21][cH:22]2)[cH:23][cH:24][cH:25][cH:26][cH:27]1.[cH:28]1[cH:29][cH:30][n:31][cH:32][cH:33]1>>[Br:1][CH2:44][CH2:43][CH2:42][CH:41]([C:40]([O:39][CH:34]1[CH2:35][CH2:36][CH2:37][CH2:38]1)=[O:54])[NH:46][C:47](=[O:48])[O:49][C:50]([CH3:51])([CH3:52])[CH3:53]. Starting materials: BrC=1SC=CC1CC(CCCCCCCCCC)CCCCCCCC (2-bromo-3-(2-octyldodecyl)thiophene), [F-].[K+] (potassium fluoride), [F-].[K+] (potassium fluoride). The reagents and catalysts are [N+](=O)([O-])[O-].[Ag+] (AgNO3), [N+](=O)([O-])[O-].[Ag+] (AgNO3), C1=CC=C(C=C1)C#N.C1=CC=C(C=C1)C#N.Cl[Pd]Cl (PdCl2(PhCN)2). Solvent: CS(=O)C (dimethyl sulfoxide). Run at temperature 120 celsius, time 3 hour. Yields the product BrC1=C(C=C(S1)C=1SC(=C(C1)CC(CCCCCCCCCC)CCCCCCCC)Br)CC(CCCCCCCCCC)CCCCCCCC (5,5′-dibromo-4,4′-bis(2-octyldodecyl)-2,2′-bithiophene). Yield: 47.8%. Reaction SMILES: [Br:1][C:2]1[S:3][CH:4]=[CH:5][C:6]=1[CH2:7][CH:8]([CH2:19][CH2:20][CH2:21][CH2:22][CH2:23][CH2:24][CH2:25][CH3:26])[CH2:9][CH2:10][CH2:11][CH2:12][CH2:13][CH2:14][CH2:15][CH2:16][CH2:17][CH3:18].[F-].[K+]>C1C=CC(C#N)=CC=1.C1C=CC(C#N)=CC=1.Cl[Pd]Cl.[N+]([O-])([O-])=O.[Ag+].CS(C)=O>[Br:1][C:2]1[S:3][C:4]([C:4]2[S:3][C:2]([Br:1])=[C:6]([CH2:7][CH:8]([CH2:19][CH2:20][CH2:21][CH2:22][CH2:23][CH2:24][CH2:25][CH3:26])[CH2:9][CH2:10][CH2:11][CH2:12][CH2:13][CH2:14][CH2:15][CH2:16][CH2:17][CH3:18])[CH:5]=2)=[CH:5][C:6]=1[CH2:7][CH:8]([CH2:19][CH2:20][CH2:21][CH2:22][CH2:23][CH2:24][CH2:25][CH3:26])[CH2:9][CH2:10][CH2:11][CH2:12][CH2:13][CH2:14][CH2:15][CH2:16][CH2:17][CH3:18] |f:1.2,3.4.5,6.7|. Procedure details: 2-bromo-3-(2-octyldodecyl)thiophene (5.32 g, 12 mmol), PdCl2(PhCN)2 (46.5 mg, 0.12 mmol), potassium fluoride (1.39 mg, 24 mmol), and dimethyl sulfoxide (DMSO) (60 mL). AgNO3 (4.06 g, 24 mmol) was added to a 100 mL of Schlenk tube, in one portion. The resulting mixture was stirred at 120° C. for 3 h. Additional potassium fluoride (1.39 mg, 24 mmol) and AgNO3 (4.06 g, 24 mmol) were then added to the mixture and the mixture was stirred for 8 h at 120° C. The reaction mixture was then cooled and pas... Reactants: Cl.FC1(CNCC1)F (3,3-Difluoropyrrolidine hydrochloride), C(C)N1CCOCC1 (N-ethylmorpholine), COC(=O)C1=NC2=CC(=CC=C2C(=C1)OCC(=O)O)C (4-Carboxymethoxy-7-methyl-quinoline-2-carboxylic acid methyl ester), FC1=C(C(=C(C(=C1O)F)F)F)F (pentafluorophenol). Solvent: C(Cl)Cl (DCM), CN(C)C=O (DMF), CN(C)C=O (DMF), C(CCl)Cl (EDC). The product is COC(=O)C1=NC2=CC(=CC=C2C(=C1)OCC(=O)N1CC(CC1)(F)F)C (4-[2-(3,3-Difluoro-pyrrolidin-1-yl)-2-oxo-ethoxy]-7-methyl-quinoline-2-carboxylic acid methyl ester). RXN SMILES: [CH3:1][O:2][C:3]([C:5]1[CH:14]=[C:13]([O:15][CH2:16][C:17]([OH:19])=O)[C:12]2[C:7](=[CH:8][C:9]([CH3:20])=[CH:10][CH:11]=2)[N:6]=1)=[O:4].FC1C(O)=C(F)C(F)=C(F)C=1F.Cl.[F:34][C:35]1([F:40])[CH2:39][CH2:38][NH:37][CH2:36]1.C(N1CCOCC1)C>CN(C=O)C.C(Cl)Cl.C(Cl)CCl>[CH3:1][O:2][C:3]([C:5]1[CH:14]=[C:13]([O:15][CH2:16][C:17]([N:37]2[CH2:38][CH2:39][C:35]([F:40])([F:34])[CH2:36]2)=[O:19])[C:12]2[C:7](=[CH:8][C:9]([CH3:20])=[CH:10][CH:11]=2)[N:6]=1)=[O:4] |f:2.3|. Procedure: To a solution of 900 mg 4-Carboxymethoxy-7-methyl-quinoline-2-carboxylic acid methyl ester in 5 ml DMF were added 902 mg pentafluorophenol and 940 mg EDC. The mixture was stirred under exclusion of moisture until LCMS indicated complete conversion to the corresponding pentafluorophenolester. 3,3-Difluoropyrrolidine hydrochloride (455 mg) was mixed with 1.2 ml N-ethylmorpholine and 5 ml DMF and this mixture added dropwise to the solution of the pentafluorophenolester. After 12 h the reaction mixt... Starting materials: CN1CCNCC1, CC(=O)NC1=CN=C(C=N1)Br. Reagents/catalysts: CC(C)(C)[O-].[K+], CC(C)(C)P(C(C)(C)C)C(C)(C)C, C1=CC=C(C=C1)/C=C/C(=O)/C=C/C2=CC=CC=C2.C1=CC=C(C=C1)/C=C/C(=O)/C=C/C2=CC=CC=C2.C1=CC=C(C=C1)/C=C/C(=O)/C=C/C2=CC=CC=C2.[Pd].[Pd]. Run in CN(C)C=O. Run at temperature 120 celsius. Yields the product CC(=O)NC1=CN=C(C=N1)N2CCN(CC2)C. Yield: 79.5%. Reported procedure: 1-methylpiperazine (2.318 g, 23.14 mmol), N-(5-bromopyrazin-2-yl)acetamide (1 g, 4.63 mmol), tri-tert-butylphosphine (1.873 g, 9.26 mmol), tris(dibenzylideneacetone)dipalladium (0.085 g, 0.09 mmol) and potassium 2-methylpropan-2-olate (1.039 g, 9.26 mmol) were suspended in DMF (9.26 ml) and sealed into a microwave tube. The reaction was heated to 120 °C for 40 minutes in the microwave reactor and cooled to RT. The mixture was diluted with methanol and acidified with HCl, then the solution was pu... Conditions: time 27 hour. RXN SMILES: C1(=O)[N:5]([C:6]2[C:7]3[CH:14]=[CH:13][N:12]([C@@H:15]4[O:30][C@H:29]([CH2:31][O:32]C(C5C=CC(C)=CC=5)=O)[C@@H:18]([O:19]C(C5C=CC(C)=CC=5)=O)[C@@:16]4([CH3:42])[OH:17])[C:8]=3[N:9]=[CH:10][N:11]=2)C(=O)C2=CC=CC=C12.C(N)CCC>CO>[NH2:5][C:6]1[C:7]2[CH:14]=[CH:13][N:12]([C@@H:15]3[O:30][C@H:29]([CH2:31][OH:32])[C@@H:18]([OH:19])[C@@:16]3([CH3:42])[OH:17])[C:8]=2[N:9]=[CH:10][N:11]=1. Reported procedure: To the toluene solution from Step B at ambient temperature were added methanol (25 L) and n-butylamine (3.13 kg, 42.9 mol). The reaction mixture was aged at 64° C. for 24 to 30 h. The mixture was concentrated to about 9 L, and 9 L of methanol was added. The solution was concentrated to 9 L, and the resulting slurry was aged at 60° C. for 60 min. Toluene (13 L) was added over 1.5 h. The slurry was aged at 60° C. for another 2 h and then allowed to cool to ambient temperature. The solid was filter... Reactants: C1(C=2C(C(N1C=1C3=C(N=CN1)N(C=C3)[C@H]3[C@](O)([C@H](OC(=O)C1=CC=C(C=C1)C)[C@H](O3)COC(=O)C3=CC=C(C=C3)C)C)=O)=CC=CC2)=O (4-Phthalimido-7-[3,5-di-O-(p-toluoyl)-2-C-methyl-β-D-ribofuranosyl]-7H-pyrrolo[2,3-d]pyrimidine), C(CCC)N (n-butylamine). The product is NC=1C2=C(N=CN1)N(C=C2)[C@H]2[C@](O)([C@H](O)[C@H](O2)CO)C (4-Amino-7-(2-C-methyl-β-D-ribofuranosyl)-7H-pyrrolo[2,3-d]pyrimidine). The solvent is CO (methanol). Reactants: N1=C(C=CC=C1)N1CCNCC1 (1-(2-pyridyl)piperazine), C(C1=CC=CC=C1)(=O)N=C([S-](C)C)[S-] (N-benzoyidimethyldithioimidocarbonate). Solvent: ClCCl (dichloromethane). Reaction conditions: time 18 hour. Product: CSC(=NC(C1=CC=CC=C1)=O)N1CCN(CC1)C1=NC=CC=C1 (N-[methylsulfanyl-(4-(pyridin-2-yl)piperazin-1-yl)methylene]-benzamide). Yield: 95.2%. Reaction SMILES: [N:1]1[CH:6]=[CH:5][CH:4]=[CH:3][C:2]=1[N:7]1[CH2:12][CH2:11][NH:10][CH2:9][CH2:8]1.[C:13]([N:21]=[C:22]([S-])[S-:23](C)[CH3:24])(=[O:20])[C:14]1[CH:19]=[CH:18][CH:17]=[CH:16][CH:15]=1>ClCCl>[CH3:24][S:23][C:22]([N:10]1[CH2:9][CH2:8][N:7]([C:2]2[CH:3]=[CH:4][CH:5]=[CH:6][N:1]=2)[CH2:12][CH2:11]1)=[N:21][C:13](=[O:20])[C:14]1[CH:19]=[CH:18][CH:17]=[CH:16][CH:15]=1. Procedure: To a mixture of 1-(2-pyridyl)piperazine (10 ml, 64.37 mmol) in dichloromethane (200 ml) was added N-benzoyidimethyldithioimidocarbonate (14.64 g, 65.01 mmol) and the reaction mixture was stirred for 18 h at room temperature. The volatiles were evaporated in vacuo and the residue crystallised from a mixture of heptane/diethyl ether 9:1. The solid was filtered off, washed with a mixture of heptaneldiethyl ether 1:1 and dried in vacuo affording 20.86 g of N-[methylsulfanyl-(4-(pyridin-2-yl)piperazi...